Dataset: the Open Reaction Database (ORD), a public repository of structured organic reaction records. Task: describe an organic reaction: reactants, conditions, products, and yield Reactants: CC(C)C[Al+]CC(C)C, CCOC(=O)C=C(C)C(F)(F)F, [H-], C1CCOC1, O=S(=O)(O)O. As a reaction SMILES: [CH2:14]([Al+:15][CH2:16][CH:17]([CH3:18])[CH3:19])[CH:20]([CH3:21])[CH3:22].[F:1][C:2]([C:3](=[CH:4][C:5](=[O:6])[O:7][CH2:8][CH3:9])[CH3:10])([F:11])[F:12].[H-:13].[O:28]1[CH2:29][CH2:30][CH2:31][CH2:32]1.[S:23](=[O:24])(=[O:25])([OH:26])[OH:27]>>[F:1][C:2]([C:3](=[CH:4][CH2:5][OH:6])[CH3:10])([F:11])[F:12]. Product: CC(=CCO)C(F)(F)F. Reactants: N1=CC=CC=C1 (pyridine), C1(CCCCC1)C1=CC=C(C=C1)C(C1=NC=CC=C1)O (2-[(p-cyclohexylphenyl)-hydroxymethyl]-pyridine). The reagents and catalysts are [O-2].[O-2].[O-2].[Cr+6] (chromium trioxide). Solvent: C(Cl)Cl (methylene chloride), C(Cl)Cl (methylene chloride). Conditions: time 30 minute. The product is C1(CCCCC1)C1=CC=C(C=C1)C(C1=NC=CC=C1)=O (2-[(p-cyclohexylphenyl)-oxomethyl]-pyridine). RXN SMILES: N1C=CC=CC=1.[CH:7]1([C:13]2[CH:18]=[CH:17][C:16]([CH:19]([OH:26])[C:20]3[CH:25]=[CH:24][CH:23]=[CH:22][N:21]=3)=[CH:15][CH:14]=2)[CH2:12][CH2:11][CH2:10][CH2:9][CH2:8]1>C(Cl)Cl.[O-2].[O-2].[O-2].[Cr+6]>[CH:7]1([C:13]2[CH:18]=[CH:17][C:16]([C:19](=[O:26])[C:20]3[CH:25]=[CH:24][CH:23]=[CH:22][N:21]=3)=[CH:15][CH:14]=2)[CH2:8][CH2:9][CH2:10][CH2:11][CH2:12]1 |f:3.4.5.6|. Procedure details: 10.0 g of chromium trioxide are added in portions at 5° C, whilst stirring and with exclusion of moisture, to a solution of 15.8 ml of pyridine in 200 ml of absolute methylene chloride, behind a protective shield. After the completion of the addition the mixture is stirred for a further 30 minutes at room temperature, 2.8 g of crude 2-[(p-cyclohexylphenyl)-hydroxymethyl]-pyridine, dissolved in 10 ml of methylene chloride, are then added all at once and the mixture is stirred for a further 20 min... RXN SMILES: C(OCC)(=O)C.[CH2:7]([O:14][C:15]([NH:17][C@H:18]([C:25]([N:27]=[N+]=[N-])=[O:26])[CH2:19][C:20]1[N:24]=[CH:23][NH:22][CH:21]=1)=[O:16])[C:8]1[CH:13]=[CH:12][CH:11]=[CH:10][CH:9]=1.C(OC(N[C@H](C(NN)=O)CC1N=CNC=1)=O)C1C=CC=CC=1.[O:52]=[C:53]1[CH2:57][CH2:56][CH2:55][N:54]1[CH2:58][CH2:59][CH2:60][NH:61][C:62]([C@@H:64]1[CH2:68][CH2:67][CH2:66]N1)=[O:63]>CN(C=O)C>[CH2:7]([O:14][C:15]([NH:17][C@H:18]([C:25]([N:27]1[CH2:66][CH2:67][CH2:68][C@H:64]1[C:62]([NH:61][CH2:60][CH2:59][CH2:58][N:54]1[CH2:55][CH2:56][CH2:57][C:53]1=[O:52])=[O:63])=[O:26])[CH2:19][C:20]1[N:24]=[CH:23][NH:22][CH:21]=1)=[O:16])[C:8]1[CH:13]=[CH:12][CH:11]=[CH:10][CH:9]=1. Reactants: C(C)(=O)OCC (ethyl acetate), C(C1=CC=CC=C1)OC(=O)N[C@@H](CC1=CNC=N1)C(=O)N=[N+]=[N-] (Nα -benzyloxycarbonyl-L-histidine azide), C(C1=CC=CC=C1)OC(=O)N[C@@H](CC1=CNC=N1)C(=O)NN (Nα -benzyloxycarbonyl-L-histidine hydrazide), O=C1N(CCC1)CCCNC(=O)[C@H]1NCCC1 ((S)-N-[3-(2-oxo-1-pyrrolidinyl)propyl]-2-pyrrolidinecarboxamide). Procedure: To 30 ml of a ethyl acetate solution of compound (4) prepared from 2.12 g of compound (3) by a known method was added 5 ml of a DMF solution of 1.17 g of compound (100) under ice-cooling and the reaction was maintained overnight in a refrigerator. The reaction mixture was concentrated and the residue thus formed was subjected to silica gel column chromatography. By eluting the product with chloroform-methanol-aqueous ammonia (90:10:1), 2.00 g of Nα -benzyloxycarbonyl-L-histidyl-N-[3-(2-oxo-1-pyr... Solvent: CN(C)C=O (DMF). The product is C(C1=CC=CC=C1)OC(=O)N[C@@H](CC1=CNC=N1)C(=O)N1[C@H](C(=O)NCCCN2C(CCC2)=O)CCC1 (Nα -benzyloxycarbonyl-L-histidyl-N-[3-(2-oxo-1-pyrrolidinyl)-propyl]-L-prolinamide). Starting materials: CCOC(=O)c1ccc(-n2cc(C#N)c3cc(F)c(F)cc32)cc1OCOC, CCO, Cl, C1CCOC1. Product: CCOC(=O)c1ccc(-n2cc(C#N)c3cc(F)c(F)cc32)cc1O. As a reaction SMILES: [CH2:1]([CH3:2])[O:3][C:4]([c:5]1[c:6]([O:24][CH2:25][O:26][CH3:27])[cH:7][c:8](-[n:11]2[cH:12][c:13]([C:22]#[N:23])[c:14]3[cH:15][c:16]([F:21])[c:17]([F:20])[cH:18][c:19]23)[cH:9][cH:10]1)=[O:28].[CH3:35][CH2:36][OH:37].[ClH:34].[O:29]1[CH2:30][CH2:31][CH2:32][CH2:33]1>>[CH2:1]([CH3:2])[O:3][C:4]([c:5]1[c:6]([OH:24])[cH:7][c:8](-[n:11]2[cH:12][c:13]([C:22]#[N:23])[c:14]3[cH:15][c:16]([F:21])[c:17]([F:20])[cH:18][c:19]23)[cH:9][cH:10]1)=[O:28]. Starting materials: COc1ccc(N)c(C(=O)O)c1, Cl, O=N[O-], [Na+], O, O, Cl[Sn]Cl. Product: COc1ccc(NN)c(C(=O)O)c1. Reaction SMILES: [CH3:1][O:2][c:3]1[cH:4][c:5]([C:6](=[O:7])[OH:8])[c:9]([NH2:12])[cH:10][cH:11]1.[ClH:21].[N:13]([O-:14])=[O:15].[Na+:16].[OH2:20].[OH2:22].[Sn:17]([Cl:18])[Cl:19]>>[CH3:1][O:2][c:3]1[cH:4][c:5]([C:6](=[O:7])[OH:8])[c:9]([NH:12][NH2:13])[cH:10][cH:11]1. Procedure: In 20 ml of ethanol was dissolved 2.70 g (10.0 millimoles) of 2-(2,4-dichlorophenoxy)ethyl bromide, and 1.06 g (10.0 millimoles) of anhydrous sodium carbonate and 3.87 g (30.0 millimoles) of n-octylamine were added to the solution. The mixture was refluxed for 6 hours on an oil bath. After cooling, the reaction mixture was poured into 100 ml of water and extracted with 20 ml of chloroform three times. Reactants: ClC1=C(OCCBr)C=CC(=C1)Cl (2-(2,4-dichlorophenoxy)ethyl bromide), C([O-])([O-])=O.[Na+].[Na+] (sodium carbonate), C(CCCCCCC)N (n-octylamine), O (water). Solvent: C(C)O (ethanol). Product: ClC1=C(OCCNCCCCCCCC)C=CC(=C1)Cl (N-2-(2,4-dichlorophenoxy)ethyl-N-n-octylamine). As a reaction SMILES: [Cl:1][C:2]1[CH:11]=[C:10]([Cl:12])[CH:9]=[CH:8][C:3]=1[O:4][CH2:5][CH2:6]Br.C(=O)([O-])[O-].[Na+].[Na+].[CH2:19]([NH2:27])[CH2:20][CH2:21][CH2:22][CH2:23][CH2:24][CH2:25][CH3:26].O>C(O)C>[Cl:1][C:2]1[CH:11]=[C:10]([Cl:12])[CH:9]=[CH:8][C:3]=1[O:4][CH2:5][CH2:6][NH:27][CH2:19][CH2:20][CH2:21][CH2:22][CH2:23][CH2:24][CH2:25][CH3:26] |f:1.2.3|. Reactants: NC(CO)CO (2-Amino-1,3-dihydroxypropane), solution, C[O-].[Na+] (sodium methylate), COC(=O)C1=CC(=CC(=C1)N)C(=O)OC (5-amino-1,3-benzenedicarboxylic acid dimethyl ester). The solvent is CO (methanol), CO (methanol). The product is NC=1C=C(C=C(C1)C(=O)NC(CO)CO)C(=O)NC(CO)CO (5-amino-N,N′-bis[2-hydroxy-1-(hydroxymethyl)ethyl]-1,3-benzenedicarboxamide). Isolated yield 93.0%. RXN SMILES: [NH2:1][CH:2]([CH2:5][OH:6])[CH2:3][OH:4].[CH3:7][O-:8].[Na+].CO[C:12]([C:14]1[CH:19]=[C:18]([NH2:20])[CH:17]=[C:16]([C:21]([O:23]C)=O)[CH:15]=1)=[O:13]>CO>[NH2:20][C:18]1[CH:19]=[C:14]([C:12]([NH:1][CH:2]([CH2:3][OH:4])[CH2:7][OH:8])=[O:13])[CH:15]=[C:16]([C:21]([NH:1][CH:2]([CH2:5][OH:6])[CH2:3][OH:4])=[O:23])[CH:17]=1 |f:1.2|. Procedure: 2-Amino-1,3-dihydroxypropane (27.4 g, 300 mmol) and 1.5M solution of sodium methylate in methanol (14.3 mL, 21.5 mmol) are added to a suspension of 5-amino-1,3-benzenedicarboxylic acid dimethyl ester (30.0 g, 143 mmol) in methanol (0.2 L). The reaction mixture is heated to the reflux temperature to get a solution. After 2.5 hours of reflux and 4 hours at room temperature the reaction mixture is filtered and the solid on filter is washed with methanol (40 mL) and dried yielding the product of the... The reactants are Oc1cc(Br)cc(Br)c1, [Li]CCCC, CCCC[Mg+], Cc1ccccc1, [Cl-], CN(C)C=O. The product is O=Cc1cc(O)cc(Br)c1. Reaction SMILES: [Br:12][c:13]1[cH:14][c:15]([OH:20])[cH:16][c:17]([Br:19])[cH:18]1.[CH2:1]([Li:2])[CH2:3][CH2:4][CH3:5].[CH2:7]([Mg+:8])[CH2:9][CH2:10][CH3:11].[CH3:26][c:27]1[cH:28][cH:29][cH:30][cH:31][cH:32]1.[Cl-:6].[O:21]=[CH:22][N:23]([CH3:24])[CH3:25]>>[c:13]1([CH:22]=[O:21])[cH:14][c:15]([OH:20])[cH:16][c:17]([Br:19])[cH:18]1. Reactants: OC(C(=O)O)C(C)C (2-hydroxy-3-methylbutanoic acid), N1C=NC=C1 (imidazole), Cl (HCl), CC(C)(C)[Si](C)(C)Cl (TBDMS-Cl), [OH-].[K+] (KOH). The reagents and catalysts are CN(C)C=1C=CN=CC1 (DMAP). Solvent: CN(C)C=O (DMF), C1CCOC1 (THF), O (water). Run at time 5 minute. Product: [Si](C)(C)(C(C)(C)C)OC(C(=O)O)C(C)C (2-{[tert-Butyl(dimethyl)silyl]oxy}-3-methylbutanoic acid). Yield: 45.2%. RXN SMILES: [OH:1][CH:2]([CH:6]([CH3:8])[CH3:7])[C:3]([OH:5])=[O:4].N1C=CN=C1.[CH3:14][C:15]([Si:18](Cl)([CH3:20])[CH3:19])([CH3:17])[CH3:16].Cl.[OH-].[K+]>CN(C=O)C.CN(C1C=CN=CC=1)C.C1COCC1.O>[Si:18]([O:1][CH:2]([CH:6]([CH3:8])[CH3:7])[C:3]([OH:5])=[O:4])([C:15]([CH3:17])([CH3:16])[CH3:14])([CH3:20])[CH3:19] |f:4.5|. Reported procedure: To a solution of 2-hydroxy-3-methylbutanoic acid (5.0 g, 42.3 mmol) in DMF (21.2 mL) at 0° C. were added imidazole (6.34 g, 93.0 mmol) and DMAP (1.55 g, 12.7 mmol). The mixture was stirred for 5 min and TBDMS-Cl (14.0 g, 93.0 mmol) was added. The mixture was allowed to warm to ambient temperature. After 18 h, HCl (1.0 M in water) was added and the mixture was extracted with ethyl ether. The organic layer was washed with sat. NaHCO3, brine, dried over MgSO4, filtered and concentrated. The crude p...